This data is from the Open Reaction Database (ORD), a public repository of structured organic reaction records. The task is: describe an organic reaction: reactants, conditions, products, and yield Starting materials: ClC1=CC=C(C(C(=O)O)=C1)O (5-chlorosalicylic acid), FC(C=1C=C(N)C=C(C1)C(F)(F)F)(F)F (3,5-bis(trifluoromethyl)aniline), P(Cl)(Cl)Cl (phosphorus trichloride), C1(=CC=CC=C1)C (toluene). The solvent is C(C)(=O)OCC (ethyl acetate). The product is ClC=1C=CC(=C(C(=O)NC2=CC(=CC(=C2)C(F)(F)F)C(F)(F)F)C1)O (5-Chloro-2-hydroxy-N-[3,5-bis(trifluoromethyl)phenyl]benzamide). The yield is 85.5%. As a reaction SMILES: [Cl:1][C:2]1[CH:10]=[C:6]([C:7]([OH:9])=O)[C:5]([OH:11])=[CH:4][CH:3]=1.[F:12][C:13]([F:26])([F:25])[C:14]1[CH:15]=[C:16]([CH:18]=[C:19]([C:21]([F:24])([F:23])[F:22])[CH:20]=1)[NH2:17].P(Cl)(Cl)Cl.C1(C)C=CC=CC=1>C(OCC)(=O)C>[Cl:1][C:2]1[CH:3]=[CH:4][C:5]([OH:11])=[C:6]([CH:10]=1)[C:7]([NH:17][C:16]1[CH:18]=[C:19]([C:21]([F:22])([F:23])[F:24])[CH:20]=[C:14]([C:13]([F:12])([F:25])[F:26])[CH:15]=1)=[O:9]. Procedure details: A mixture of 5-chlorosalicylic acid(6.90 g, 40 mmol), 3,5-bis(trifluoromethyl)aniline(9.16 g, 40 mmol), phosphorus trichloride(1.74 mL, 20 mmol) and toluene(80 mL) was refluxed for 3 hours under argon atmosphere. After the reaction mixture was cooled to room temperature, it was diluted with ethyl acetate (240 mL). After the ethyl acetate layer was washed successively with water and brine, dried over anhydrous magnesium sulfate, the residue obtained by evaporation of the solvent under reduced pre...